Task: describe an organic reaction: reactants, conditions, products, and yield. Dataset: the Open Reaction Database (ORD), a public repository of structured organic reaction records The reactants are [BH3-]C#N, CC(=O)O, CC#N, CCOC(=O)c1ccc(Nc2ccc3c(c2)C(C)(C)CCN3C(C)C)cc1, CC(C)CC=O, [Na+], [Na+], [OH-]. Product: CCOC(=O)c1ccc(N(CCC(C)C)c2ccc3c(c2)C(C)(C)CCN3C(C)C)cc1. Reaction SMILES: [C:34]([BH3-:35])#[N:36].[CH3:40][C:41](=[O:42])[OH:43].[CH3:44][C:45]#[N:46].[CH:1]([CH3:2])([CH3:3])[N:4]1[CH2:5][CH2:6][C:7]([CH3:26])([CH3:27])[c:8]2[cH:9][c:10]([NH:14][c:15]3[cH:16][cH:17][c:18]([C:19](=[O:20])[O:21][CH2:22][CH3:23])[cH:24][cH:25]3)[cH:11][cH:12][c:13]21.[CH:28]([CH2:29][CH:30]([CH3:31])[CH3:32])=[O:33].[Na+:37].[Na+:39].[OH-:38]>>[CH:1]([CH3:2])([CH3:3])[N:4]1[CH2:5][CH2:6][C:7]([CH3:26])([CH3:27])[c:8]2[cH:9][c:10]([N:14]([c:15]3[cH:16][cH:17][c:18]([C:19](=[O:20])[O:21][CH2:22][CH3:23])[cH:24][cH:25]3)[CH2:28][CH2:29][CH:30]([CH3:31])[CH3:32])[cH:11][cH:12][c:13]21. Reactants: C(C)(C)(C)OC(N(C)CC=1C=NC(=CC1C1=CC=CC2=C1SC(=C2)C2=NC(=NC=C2F)NCCN2N=NC=C2)F)=O ((6-fluoro-4-{2-[5-fluoro-2-(2-[1,2,3]triazol-1-yl-ethylamino)-pyrimidin-4-yl]-benzo[b]thiophen-7-yl}-pyridin-3-ylmethyl)-methyl-carbamic acid tert-butyl ester), C(=O)(C(F)(F)F)O (TFA). Solvent: C(Cl)Cl (DCM). Reaction conditions: time 1 hour. Yields the product N1(N=NC=C1)CCNC1=NC=C(C(=N1)C1=CC2=C(S1)C(=CC=C2)C2=CC(=NC=C2CNC)F)F (N-(2-(1H-1,2,3-Triazol-1-yl)ethyl)-5-fluoro-4-(7-(2-fluoro-5-((methylamino)methyl)pyridin-4-yl)benzo[b]thiophen-2-yl)pyrimidin-2-amine). Yield: 82.0%. As a reaction SMILES: C(O[C:6](=O)[N:7]([CH2:9][C:10]1[CH:11]=[N:12][C:13]([F:40])=[CH:14][C:15]=1[C:16]1[C:21]2[S:22][C:23]([C:25]3[C:30]([F:31])=[CH:29][N:28]=[C:27]([NH:32][CH2:33][CH2:34][N:35]4[CH:39]=[CH:38][N:37]=[N:36]4)[N:26]=3)=[CH:24][C:20]=2[CH:19]=[CH:18][CH:17]=1)C)(C)(C)C.C(O)(C(F)(F)F)=O>C(Cl)Cl>[N:35]1([CH2:34][CH2:33][NH:32][C:27]2[N:26]=[C:25]([C:23]3[S:22][C:21]4[C:16]([C:15]5[C:10]([CH2:9][NH:7][CH3:6])=[CH:11][N:12]=[C:13]([F:40])[CH:14]=5)=[CH:17][CH:18]=[CH:19][C:20]=4[CH:24]=3)[C:30]([F:31])=[CH:29][N:28]=2)[CH:39]=[CH:38][N:37]=[N:36]1. Reported procedure: Combine (6-fluoro-4-{2-[5-fluoro-2-(2-[1,2,3]triazol-1-yl-ethylamino)-pyrimidin-4-yl]-benzo[b]thiophen-7-yl}-pyridin-3-ylmethyl)-methyl-carbamic acid tert-butyl ester (0.30 g, 0.51 mmol) and dry TFA (2.0 mL) and dry DCM (2.2 mL). Stir at RT for 1 h. Evaporate off the solvents. Dilute the resulting residue with DCM and wash with saturated sodium bicarbonate solution, water, and saturated aqueous sodium chloride. Separate the organic layer and dry over magnesium sulfate. Filter and concentrate in ... The reactants are CCOC(=O)C(C)=Cc1cc(OC)c(OC)cc1N, Cl, [Na+], C1CCOC1, [OH-]. The product is COc1cc(N)c(C=C(C)C(=O)O)cc1OC. Reaction SMILES: [CH2:1]([CH3:2])[O:3][C:4]([C:5](=[CH:6][c:7]1[c:8]([NH2:17])[cH:9][c:10]([O:15][CH3:16])[c:11]([O:13][CH3:14])[cH:12]1)[CH3:18])=[O:19].[ClH:22].[Na+:21].[O:23]1[CH2:24][CH2:25][CH2:26][CH2:27]1.[OH-:20]>>[O:3]=[C:4]([C:5](=[CH:6][c:7]1[c:8]([NH2:17])[cH:9][c:10]([O:15][CH3:16])[c:11]([O:13][CH3:14])[cH:12]1)[CH3:18])[OH:19]. The reactants are [BH3-]C#N, CC(=O)O, CO, CC=O, CCOC(=O)NC1CCc2ccc(OCCNS(=O)(=O)c3cn(C)cn3)cc2C1Cc1ccc(Cl)c(Cl)c1, ClCCl, [Na+], O. Product: CCNC1CCc2ccc(OCCNS(=O)(=O)c3cn(C)cn3)cc2C1Cc1ccc(Cl)c(Cl)c1. As a reaction SMILES: [C:46]([BH3-:47])#[N:48].[CH3:42][C:43](=[O:44])[OH:45].[CH3:54][OH:55].[CH:39](=[O:40])[CH3:41].[Cl:1][c:2]1[cH:3][c:4]([CH2:5][CH:6]2[CH:7]([NH:29][C:30](=[O:31])[O:32][CH2:33][CH3:34])[CH2:8][CH2:9][c:10]3[cH:11][cH:12][c:13]([O:16][CH2:17][CH2:18][NH:19][S:20](=[O:21])(=[O:22])[c:23]4[n:24][cH:25][n:26]([CH3:28])[cH:27]4)[cH:14][c:15]32)[cH:35][cH:36][c:37]1[Cl:38].[Cl:50][CH2:51][Cl:52].[Na+:49].[OH2:53]>>[Cl:1][c:2]1[cH:3][c:4]([CH2:5][CH:6]2[CH:7]([NH:29][CH2:30][CH3:39])[CH2:8][CH2:9][c:10]3[cH:11][cH:12][c:13]([O:16][CH2:17][CH2:18][NH:19][S:20](=[O:21])(=[O:22])[c:23]4[n:24][cH:25][n:26]([CH3:28])[cH:27]4)[cH:14][c:15]32)[cH:35][cH:36][c:37]1[Cl:38].